Dataset: the Open Reaction Database (ORD), a public repository of structured organic reaction records. Task: describe an organic reaction: reactants, conditions, products, and yield Starting materials: O1C(=CC=C1)CC(=O)O (furanacetic acid), BrCCO (2-bromoethanol), N1=CC=CC=C1 (pyridine), [Cl-].ClC=[N+](C)C (chloromethylene-dimethylammonium chloride). Solvent: C(Cl)Cl (methylene chloride), C(Cl)Cl (methylene chloride). Reaction conditions: time 10 minute. Yields the product BrCCOC(CC=1OC=CC1)=O (2-furanacetic acid 2-bromoethyl ester). Reaction SMILES: [O:1]1[CH:5]=[CH:4][CH:3]=[C:2]1[CH2:6][C:7]([OH:9])=[O:8].[Cl-].ClC=[N+](C)C.[Br:16][CH2:17][CH2:18]O.N1C=CC=CC=1>C(Cl)Cl>[Br:16][CH2:17][CH2:18][O:8][C:7](=[O:9])[CH2:6][C:2]1[O:1][CH:5]=[CH:4][CH:3]=1 |f:1.2|. Reported procedure: A solution of 15.12 g of furanacetic acid in 120 ml of methylene chloride is cooled to 0°; 15.6 g of chloromethylene-dimethylammonium chloride are added and the mixture is stirred for 10 minutes while cooling with ice. A solution of 30 g of 2-bromoethanol and 19.4 ml of pyridine in 60 ml of methylene chloride is then added dropwise with stirring and the reaction mixture is left to stand for 20 minutes while cooling with ice and for 1 hour at room temperature. The solution is extracted three time... The reactants are C(C1=CC=CC=C1)NC(=O)C1CC(C2C(CCC=3C=CN(C23)C1)NC(C(C(C(=O)N)CCC)CC(C)C)=O)=O (N1-(2-Benzylcarbamoyl-4-oxo-1,2,4,5,6,7-hexahydro-azepino[3,2,1-hi]indol-5-yl)-2-isobutyl-3-propyl-succinamide), amine, COC1=CC=C(CN)C=C1 (4-methoxybenzylamine). Yields the product compound, C(C(C)C)C(C(=O)NC1CCC=2C=CN3C2C1C(CC(C3)C(NCC3=CC=C(C=C3)OC)=O)=O)C(C(=O)N)CCC (2-Isobutyl-N1-[2-(4-methoxy-benzylcarbamoyl)-4-oxo-1,2,4,5,6,7-hexahydroazepino[3,2,1-hi]indol-5-yl]-3-propyl-succinamide). The yield is 40.0%. As a reaction SMILES: [CH2:1]([NH:8][C:9]([CH:11]1[CH2:23][N:21]2[C:22]3[CH:14]([CH:15]([NH:24][C:25](=[O:38])[CH:26]([CH2:34][CH:35]([CH3:37])[CH3:36])[CH:27]([CH2:31][CH2:32][CH3:33])[C:28]([NH2:30])=[O:29])[CH2:16][CH2:17][C:18]=3[CH:19]=[CH:20]2)[C:13](=[O:39])[CH2:12]1)=[O:10])[C:2]1[CH:7]=[CH:6][CH:5]=[CH:4][CH:3]=1.[CH3:40][O:41]C1C=CC(CN)=CC=1>>[CH2:34]([CH:26]([CH:27]([CH2:31][CH2:32][CH3:33])[C:28]([NH2:30])=[O:29])[C:25]([NH:24][CH:15]1[CH:14]2[C:13](=[O:39])[CH2:12][CH:11]([C:9](=[O:10])[NH:8][CH2:1][C:2]3[CH:3]=[CH:4][C:5]([O:41][CH3:40])=[CH:6][CH:7]=3)[CH2:23][N:21]3[C:22]2=[C:18]([CH:19]=[CH:20]3)[CH2:17][CH2:16]1)=[O:38])[CH:35]([CH3:36])[CH3:37]. Procedure details: The compound of Example 3d was synthesized in a manner similar to the synthesis of the compound of Example 3a, but using 4-methoxybenzylamine as the amine in the last step. Cleavage of 100 mg of functionalized resin (0.53 mmol/g) and purification by RP-HPLC provided 12.0 mg (40%) of the title compound as a white powder. MS (M+H)+=563.43.